Task: describe an organic reaction: reactants, conditions, products, and yield. Dataset: the Open Reaction Database (ORD), a public repository of structured organic reaction records The reactants are amine, C12C(CC(CC1)C2)CC(=O)O (Norbornane-2-acetic acid), O=S(Cl)Cl (SOCl2), [H-].[H-].[H-].[H-].[Li+].[Al+3] (LiAlH4), N (NH3). Product: C12C(CC(CC1)C2)CCN (2-(2-Norbornyl)ethylamine). The yield is 35.0%. RXN SMILES: [CH:1]12[CH2:7][CH:4]([CH2:5][CH2:6]1)[CH2:3][CH:2]2[CH2:8][C:9](O)=O.O=S(Cl)Cl.[NH3:16].[H-].[H-].[H-].[H-].[Li+].[Al+3]>>[CH:1]12[CH2:7][CH:4]([CH2:5][CH2:6]1)[CH2:3][CH:2]2[CH2:8][CH2:9][NH2:16] |f:3.4.5.6.7.8|. Procedure details: Norbornane-2-acetic acid was treated with SOCl2, then with NH3. The resulting amine was reduced with LiAlH4 to give the desired intermediate. Yield: 35%. The reactants are NC1=C(C(=NN1)NC1=CC(=CC=C1)Cl)C#N (5-amino-3-((3-chlorophenyl)amino)-1H-pyrazole-4-carbonitrile), FC1=CC2=C(OCOC2)C(=C1)C=O (6-fluoro-4H-1,3-benzodioxine-8-carbaldehyde). Reagents/catalysts: N1CCCCC1 (piperidine). Solvent: CCO (EtOH). Yields the product ClC=1C=C(C=CC1)NC1=NNC(=C1C#N)N=CC1=CC(=CC2=C1OCOC2)F (3-((3-chlorophenyl)amino)-5-(((6-fluoro-4H-benzo[d][1,3]dioxin-8-yl)methylene)amino)-1H-pyrazole-4-carbonitrile). Isolated yield 60.0%. As a reaction SMILES: [NH2:1][C:2]1[NH:6][N:5]=[C:4]([NH:7][C:8]2[CH:13]=[CH:12][CH:11]=[C:10]([Cl:14])[CH:9]=2)[C:3]=1[C:15]#[N:16].[F:17][C:18]1[CH:27]=[C:26]([CH:28]=O)[C:21]2[O:22][CH2:23][O:24][CH2:25][C:20]=2[CH:19]=1>CCO.N1CCCCC1>[Cl:14][C:10]1[CH:9]=[C:8]([NH:7][C:4]2[C:3]([C:15]#[N:16])=[C:2]([N:1]=[CH:28][C:26]3[C:21]4[O:22][CH2:23][O:24][CH2:25][C:20]=4[CH:19]=[C:18]([F:17])[CH:27]=3)[NH:6][N:5]=2)[CH:13]=[CH:12][CH:11]=1. Procedure: 5-amino-3-((3-chlorophenyl)amino)-1H-pyrazole-4-carbonitrile (100 mg) was then suspended in EtOH (4 mL) and 6-fluoro-4H-1,3-benzodioxine-8-carbaldehyde (1 eq.) and piperidine (1 drop) were added. Stirred at reflux until intermediate was absent (HPLC). After reaction was complete (18 hrs) it was brought to room temperature and filtered to obtain A29 as a yellow powder. Powder was washed with EtOH. Product was allowed to dry under vacuum for 1 hr (103 mg, 60% yield). The reactants are ClC1=CC(=NC=C1)C(=O)O (4-chloro picolinic acid), COC([C@H](CC1=CC=C(C=C1)C1=CC=CC=C1)N)=O ((2S)-amino-3-biphenyl-4-yl-propionic acid methyl ester). Product: COC([C@H](CC1=CC=C(C=C1)C1=CC=CC=C1)NC(=O)C1=NC=CC(=C1)Cl)=O (3-Biphenyl-4-yl-(2S)-[(4-chloro-pyridine-2-carbonyl)-amino]-propionic acid methyl ester). The yield is 81.8%. As a reaction SMILES: [Cl:1][C:2]1[CH:7]=[CH:6][N:5]=[C:4]([C:8]([OH:10])=O)[CH:3]=1.[CH3:11][O:12][C:13](=[O:29])[C@@H:14]([NH2:28])[CH2:15][C:16]1[CH:21]=[CH:20][C:19]([C:22]2[CH:27]=[CH:26][CH:25]=[CH:24][CH:23]=2)=[CH:18][CH:17]=1>>[CH3:11][O:12][C:13](=[O:29])[C@@H:14]([NH:28][C:8]([C:4]1[CH:3]=[C:2]([Cl:1])[CH:7]=[CH:6][N:5]=1)=[O:10])[CH2:15][C:16]1[CH:21]=[CH:20][C:19]([C:22]2[CH:27]=[CH:26][CH:25]=[CH:24][CH:23]=2)=[CH:18][CH:17]=1. Procedure: 3-Biphenyl-4-yl-(2S)-[(4-chloro-pyridine-2-carbonyl)-amino]-propionic acid methyl ester (1.26 g, 85%) was prepared by following general procedure A from commercially available 4-chloro picolinic acid (0.7 g, 4.4 mmol) and (2S)-amino-3-biphenyl-4-yl-propionic acid methyl ester (1.0 g, 3.9 mmol). Reactants: C(CCCCCCCCCCCCCCCCCCCCC)O (1-docosanol), Cl (hydrochloric acid), [H-].[Na+] (Sodium hydride), BrCCCCCCCCCCCCBr (1,12-dibromododecane). Run in CCCCCC (hexane), C1(=CC=CC=C1)C (toluene). Run at temperature 85 celsius, time 2 day. The product is C(CCCCCCCCCCCCCCCCCCCCC)OCCCCCCCCCCCCBr (12-docosyloxy-dodecyl bromide). The yield is 78.0%. Reaction SMILES: [H-].[Na+].[CH2:3]([OH:25])[CH2:4][CH2:5][CH2:6][CH2:7][CH2:8][CH2:9][CH2:10][CH2:11][CH2:12][CH2:13][CH2:14][CH2:15][CH2:16][CH2:17][CH2:18][CH2:19][CH2:20][CH2:21][CH2:22][CH2:23][CH3:24].[Br:26][CH2:27][CH2:28][CH2:29][CH2:30][CH2:31][CH2:32][CH2:33][CH2:34][CH2:35][CH2:36][CH2:37][CH2:38]Br.Cl>CCCCCC.C1(C)C=CC=CC=1>[CH2:3]([O:25][CH2:38][CH2:37][CH2:36][CH2:35][CH2:34][CH2:33][CH2:32][CH2:31][CH2:30][CH2:29][CH2:28][CH2:27][Br:26])[CH2:4][CH2:5][CH2:6][CH2:7][CH2:8][CH2:9][CH2:10][CH2:11][CH2:12][CH2:13][CH2:14][CH2:15][CH2:16][CH2:17][CH2:18][CH2:19][CH2:20][CH2:21][CH2:22][CH2:23][CH3:24] |f:0.1|. Procedure details: Sodium hydride (60%, 0.98 g, 24.5 mmol) washed with hexane was suspended in toluene (16 ml), 1-docosanol (4.00 g, 12.2 mmol) was added, 1,12-dibromododecane (8.04 g, 24.5 mmol) was added, and the mixture was stirred at 85° C. for 2 days. The reaction mixture was cooled to room temperature, 1N hydrochloric acid (30 ml) was added dropwise thereto in a water bath to quench the reaction. The mixture was extracted with chloroform (100 ml), and washed 3 times with 1N hydrochloric acid (30 ml), 3 times... Yields the product Clc1ncnc2cc(Br)sc12. The reactants are FC(F)(Br)C(F)(F)Br, CC(C)NC(C)C, Clc1ncnc2ccsc12, [Li], C1CCOC1, O. RXN SMILES: [Br:19][C:20]([F:21])([F:22])[C:23]([Br:24])([F:25])[F:26].[CH:1]([NH:2][CH:3]([CH3:4])[CH3:5])([CH3:6])[CH3:7].[Cl:9][c:10]1[c:11]2[c:12]([n:13][cH:14][n:15]1)[cH:16][cH:17][s:18]2.[Li:8].[O:28]1[CH2:29][CH2:30][CH2:31][CH2:32]1.[OH2:27]>>[Cl:9][c:10]1[c:11]2[c:12]([n:13][cH:14][n:15]1)[cH:16][c:17]([Br:19])[s:18]2. The reactants are O=C1CCC2=C1C=CC=1N(C=3C=CC4=C(C3C21)CCC4=O)CCNS(=O)(=O)C4=C(C=CC=C4)[N+](=O)[O-] (N-[2-(3,9-dioxo-1,2,3,9,10,11-hexahydro-6H-dicyclopenta[c,g]carbazol-6-yl)ethyl]-2-nitrobenzenesulfonamide), C(=O)(O)[O-].[Na+] (NaHCO3), C(=O)([O-])[O-].[Cs+].[Cs+] (Cs2CO3), C1(=CC=CC=C1)S (PhSH). Solvent: C(Cl)(Cl)Cl (chloroform), CO (methanol). The product is NCCN1C=2C=CC3=C(C2C=2C4=C(C=CC12)C(CC4)=O)CCC3=O (6-(2-aminoethyl)-10,11-dihydro-1H-dicyclopenta[c,g]carbazole-3,9(2H,6H)-dione). Reaction SMILES: [O:1]=[C:2]1[C:6]2[CH:7]=[CH:8][C:9]3[N:10]([CH2:22][CH2:23][NH:24]S(C4C=CC=CC=4[N+]([O-])=O)(=O)=O)[C:11]4[CH:12]=[CH:13][C:14]5[C:20](=[O:21])[CH2:19][CH2:18][C:15]=5[C:16]=4[C:17]=3[C:5]=2[CH2:4][CH2:3]1.C([O-])([O-])=O.[Cs+].[Cs+].C1(S)C=CC=CC=1.C([O-])(O)=O.[Na+]>C(Cl)(Cl)Cl.CO>[NH2:24][CH2:23][CH2:22][N:10]1[C:11]2[CH:12]=[CH:13][C:14]3[C:20](=[O:21])[CH2:19][CH2:18][C:15]=3[C:16]=2[C:17]2[C:5]3[CH2:4][CH2:3][C:2](=[O:1])[C:6]=3[CH:7]=[CH:8][C:9]1=2 |f:1.2.3,5.6|. Procedure details: Compound 58 (2.2 g, 4.38 mmol) was suspended in a mixture of chloroform (200 mL) and methanol (200 mL). Then Cs2CO3 (4.3 g, 13.20 mmol) and at once PhSH (1.3 mL, 12.74 mmol) were added. The solution was refluxed for 18 h (LC/MS monitoring) and evaporated to dryness. Then, an aqueous solution of citric acid was added. The solution obtained was neutralized with an aqueous NaHCO3 solution. The precipitate was filtered off, washed with CH3CN and ether. The product isolated was used in the next step ... Starting materials: CN1N=C(C(=C1)C(=O)O)C(F)(F)F (1-methyl-3-(trifluoromethyl)-1H-pyrazole-4-carboxylic acid), NC=1C=C(OC=2C=CC=3N(C2)N=C(N3)NC(=O)C3CC3)C=CC1F (N-[6-(3-amino-4-fluorophenoxy)[1,2,4]triazolo[1,5-a]pyridin-2-yl]cyclopropanecarboxamide), O1CCCC1 (tetrahydrofuran), S(=O)(Cl)Cl (thionyl chloride). Reagents/catalysts: CN(C=O)C (N,N-dimethylformamide). Run in CN(C(C)=O)C (N,N-dimethylacetamide). The product is C1(CC1)C(=O)NC1=NN2C(C=CC(=C2)OC=2C=CC(=C(C2)NC(=O)C=2C(=NN(C2)C)C(F)(F)F)F)=N1 (N-[5-({2-[(cyclopropylcarbonyl)amino][1,2,4]triazolo[1,5-a]pyridin-6-yl}oxy)-2-fluorophenyl]-1-methyl-3-(trifluoromethyl)-1H-pyrazole-4-carboxamide). Yield: 71.4%. As a reaction SMILES: [CH3:1][N:2]1[CH:6]=[C:5]([C:7](O)=[O:8])[C:4]([C:10]([F:13])([F:12])[F:11])=[N:3]1.O1CCCC1.S(Cl)(Cl)=O.[NH2:23][C:24]1[CH:25]=[C:26]([CH:43]=[CH:44][C:45]=1[F:46])[O:27][C:28]1[CH:29]=[CH:30][C:31]2[N:32]([N:34]=[C:35]([NH:37][C:38]([CH:40]3[CH2:42][CH2:41]3)=[O:39])[N:36]=2)[CH:33]=1>CN(C)C=O.CN(C)C(=O)C>[CH:40]1([C:38]([NH:37][C:35]2[N:36]=[C:31]3[CH:30]=[CH:29][C:28]([O:27][C:26]4[CH:43]=[CH:44][C:45]([F:46])=[C:24]([NH:23][C:7]([C:5]5[C:4]([C:10]([F:13])([F:12])[F:11])=[N:3][N:2]([CH3:1])[CH:6]=5)=[O:8])[CH:25]=4)=[CH:33][N:32]3[N:34]=2)=[O:39])[CH2:41][CH2:42]1. Procedure details: In the same manner as in Example 55 and using 1-methyl-3-(trifluoromethyl)-1H-pyrazole-4-carboxylic acid (78.6 mg, 0.405 mmol), tetrahydrofuran (5 mL), thionyl chloride (70.0 μL, 0.807 mmol), N,N-dimethylformamide (2 drops), N-[6-(3-amino-4-fluorophenoxy)[1,2,4]triazolo[1,5-a]pyridin-2-yl]cyclopropanecarboxamide (120 mg, 0.367 mmol) and N,N-dimethylacetamide (5 mL) as starting materials, the title compound (132 mg, 72%) was obtained as a white solid. As a reaction SMILES: CC(C)([O:4][C:5](=[O:35])[CH2:6][O:7][CH2:8][CH:9]([NH:17][C:18]([C@@H:20]1[CH2:24][CH2:23][CH2:22][N:21]1[C:25]([O:27][CH2:28][C:29]1[CH:34]=[CH:33][CH:32]=[CH:31][CH:30]=1)=[O:26])=[O:19])[CH2:10][C:11]1[CH:16]=[CH:15][CH:14]=[CH:13][CH:12]=1)C>FC(F)(F)C(O)=O>[C:5]([CH2:6][O:7][CH2:8][CH:9]([NH:17][C:18]([C@@H:20]1[CH2:24][CH2:23][CH2:22][N:21]1[C:25]([O:27][CH2:28][C:29]1[CH:30]=[CH:31][CH:32]=[CH:33][CH:34]=1)=[O:26])=[O:19])[CH2:10][C:11]1[CH:12]=[CH:13][CH:14]=[CH:15][CH:16]=1)([OH:35])=[O:4]. Starting materials: CC(C)(OC(COCC(CC1=CC=CC=C1)NC(=O)[C@H]1N(CCC1)C(=O)OCC1=CC=CC=C1)=O)C ((2S)-Phenylmethyl 2-[[[1-[[2-(1,1-dimethylethoxy)-2-oxoethoxy]methyl]-2-phenylethyl]amino]carbonyl]-1-pyrrolidinecarboxylate). Procedure details: (2S)-Phenylmethyl 2-[[[1-[[2-(1,1-dimethylethoxy)-2-oxoethoxy]methyl]-2-phenylethyl]amino]carbonyl]-1-pyrrolidinecarboxylate (side chain in 2 position is (±) mixture), 0.5 g (0.0010 mol), is dissolved in 30 ml of trifluoroacetic acid at 0° C. The mixture is allowed to stand 30 minutes at 0° C. and then allowed to reach room temperature over one hour and the solvent evaporated in vacuo at 25° C. The residue is dissolved in 100 ml of dichloromethane and washed with a saturated aqueous solution of ... The product is C(=O)(O)COCC(CC1=CC=CC=C1)NC(=O)[C@H]1N(CCC1)C(=O)OCC1=CC=CC=C1 ((2S)-phenylmethyl 2-[[[1-[(carboxymethoxy)methyl]-2-phenylethyl]amino]carbonyl]-1-pyrrolidinecarboxylate). The solvent is FC(C(=O)O)(F)F (trifluoroacetic acid). Run at time 30 minute. Reactants: CNC1CCCC=2C=CC=NC12 (N-methyl-5,6,7,8-tetrahydroquinolin-8-amine), C(C#C)Br (propargyl bromide), [I-].[Na+] (sodium iodide), C([O-])([O-])=O.[Na+].[Na+] (sodium carbonate). Run in O (water), C1CCOC1 (THF). Run at time 3 hour. Yields the product CN(C1CCCC=2C=CC=NC12)CC#C (N-methyl-N-(prop-2-ynyl)-5,6,7,8-tetrahydroquinolin-8-amine). Reaction SMILES: [CH3:1][NH:2][CH:3]1[C:12]2[N:11]=[CH:10][CH:9]=[CH:8][C:7]=2[CH2:6][CH2:5][CH2:4]1.[CH2:13](Br)[C:14]#[CH:15].[I-].[Na+].C(=O)([O-])[O-].[Na+].[Na+]>C1COCC1.O>[CH3:1][N:2]([CH2:15][C:14]#[CH:13])[CH:3]1[C:12]2[N:11]=[CH:10][CH:9]=[CH:8][C:7]=2[CH2:6][CH2:5][CH2:4]1 |f:2.3,4.5.6|. Procedure: To a solution of N-methyl-5,6,7,8-tetrahydroquinolin-8-amine, 5, (0.50 g, 3.08 mmol) in THF (15 mL) was added propargyl bromide (0.28 mL, 3.08 mmol), sodium iodide (0.05 g, 0.31 mmol) and sodium carbonate (0.98 g, 9.24 mmol). The reaction mixture was stirred at room temperature for 3 h. The mixture was diluted with water, extracted with ethyl acetate. The organic phase was dried (MgSO4), filtered and concentrated in vacuo. The crude solid was used without further purification: 1H NMR (d6-DMSO) δ...